Dataset: the Open Reaction Database (ORD), a public repository of structured organic reaction records. Task: describe an organic reaction: reactants, conditions, products, and yield Reactants: [BH4-], CO, COc1ccc(F)cc1C=O, [Na+]. Product: COc1ccc(F)cc1CO. Reaction SMILES: [BH4-:12].[CH3:14][OH:15].[CH3:1][O:2][c:3]1[c:4]([CH:5]=[O:6])[cH:7][c:8]([F:11])[cH:9][cH:10]1.[Na+:13]>>[CH3:1][O:2][c:3]1[c:4]([CH2:5][OH:6])[cH:7][c:8]([F:11])[cH:9][cH:10]1. The reactants are O=C(Cl)CCBr, CC(=O)[O-], CCc1cccc(C)c1N, CC(=O)O, [Na+], O, O, O, O. The product is CCc1cccc(C)c1NC(=O)CCBr. Reaction SMILES: [Br:11][CH2:12][CH2:13][C:14](=[O:15])[Cl:16].[C:20]([O-:21])(=[O:22])[CH3:23].[CH2:1]([CH3:2])[c:3]1[c:4]([NH2:5])[c:6]([CH3:10])[cH:7][cH:8][cH:9]1.[CH3:25][C:26](=[O:27])[OH:28].[Na+:24].[OH2:17].[OH2:18].[OH2:19].[OH2:29]>>[CH2:1]([CH3:2])[c:3]1[c:4]([NH:5][C:14]([CH2:13][CH2:12][Br:11])=[O:15])[c:6]([CH3:10])[cH:7][cH:8][cH:9]1. Reactants: N1(CCOCC1)C1=CC(=C(C(=O)NC2=C(C(=O)NC3=NC=C(C=C3)Cl)C=CC=C2)C=C1)OC1CCN(CC1)C(=O)OC(C)(C)C (2-[4-(morpholin-4-yl)-2-(1-tert-butoxycarbonylpiperidin-4-yloxy)-benzoylamino]-N-(5-chloropyridin-2-yl)benzamide). Run in C(=O)(C(F)(F)F)O (TFA). Conditions: time 5 minute. The product is ClC=1C=CC(=NC1)NC(C1=C(C=CC=C1)NC(C1=C(C=C(C=C1)N1CCOCC1)OC1CCNCC1)=O)=O (N-(5-Chloropyridin-2-yl)-2-[4-(morpholin-4-yl)-2-(piperidin-4-yloxy)-benzoylamino]benzamide). Isolated yield 100.0%. As a reaction SMILES: [N:1]1([C:7]2[CH:31]=[CH:30][C:10]([C:11]([NH:13][C:14]3[CH:29]=[CH:28][CH:27]=[CH:26][C:15]=3[C:16]([NH:18][C:19]3[CH:24]=[CH:23][C:22]([Cl:25])=[CH:21][N:20]=3)=[O:17])=[O:12])=[C:9]([O:32][CH:33]3[CH2:38][CH2:37][N:36](C(OC(C)(C)C)=O)[CH2:35][CH2:34]3)[CH:8]=2)[CH2:6][CH2:5][O:4][CH2:3][CH2:2]1>C(O)(C(F)(F)F)=O>[Cl:25][C:22]1[CH:23]=[CH:24][C:19]([NH:18][C:16](=[O:17])[C:15]2[CH:26]=[CH:27][CH:28]=[CH:29][C:14]=2[NH:13][C:11](=[O:12])[C:10]2[CH:30]=[CH:31][C:7]([N:1]3[CH2:2][CH2:3][O:4][CH2:5][CH2:6]3)=[CH:8][C:9]=2[O:32][CH:33]2[CH2:38][CH2:37][NH:36][CH2:35][CH2:34]2)=[N:20][CH:21]=1. Procedure: The 2-[4-(morpholin-4-yl)-2-(1-tert-butoxycarbonylpiperidin-4-yloxy)-benzoylamino]-N-(5-chloropyridin-2-yl)benzamide (164 mg, 0.26 mmol) was dissolved in TFA (3 mL). After 5 minutes, the reaction was concentrated in vacuo. The residue was diluted with methylene chloride (100 mL) and washed with saturated aqueous sodium carbonate. The organic layer was dried over sodium sulfate, filtered, and concentrated to give the desired product (138 mg, 0.26 mmol, 100%). Starting materials: CCN(C(C)C)C(C)C, Cl, Cl, Cc1ccc(C(=O)Nc2ccc(F)cc2)cc1-c1nc(S(C)=O)nc2c1CNC(=O)N2c1c(F)cccc1F, NCc1ncc[nH]1. The product is Cc1ccc(C(=O)Nc2ccc(F)cc2)cc1-c1nc(NCc2ncc[nH]2)nc2c1CNC(=O)N2c1c(F)cccc1F. Reaction SMILES: [CH:49]([N:50]([CH2:51][CH3:52])[CH:53]([CH3:54])[CH3:55])([CH3:56])[CH3:57].[ClH:40].[ClH:41].[F:1][c:2]1[c:3]([N:9]2[C:10](=[O:39])[NH:11][CH2:12][c:13]3[c:14]2[n:15][c:16]([S:36]([CH3:37])=[O:38])[n:17][c:18]3-[c:19]2[cH:20][c:21]([C:22](=[O:23])[NH:24][c:25]3[cH:26][cH:27][c:28]([F:31])[cH:29][cH:30]3)[cH:32][cH:33][c:34]2[CH3:35])[c:4]([F:8])[cH:5][cH:6][cH:7]1.[nH:42]1[c:43]([CH2:47][NH2:48])[n:44][cH:45][cH:46]1>>[F:1][c:2]1[c:3]([N:9]2[C:10](=[O:39])[NH:11][CH2:12][c:13]3[c:14]2[n:15][c:16]([NH:48][CH2:47][c:43]2[nH:42][cH:46][cH:45][n:44]2)[n:17][c:18]3-[c:19]2[cH:20][c:21]([C:22](=[O:23])[NH:24][c:25]3[cH:26][cH:27][c:28]([F:31])[cH:29][cH:30]3)[cH:32][cH:33][c:34]2[CH3:35])[c:4]([F:8])[cH:5][cH:6][cH:7]1. Starting materials: BrC[C@@H](CCCCCC)F ((R)-1-bromo-2-fluorooctane), FC(S(=O)(=O)OC1=C(C=C(C=C1F)C1CC[Si](CC1)(C1=CC=CC=C1)CCCCCOC)F)(F)F ((2,6-difluoro-4-(4-(5-methoxypentyl)-4-phenyl-4-silacyclohexyl)phenyl) trifluoromethanesulfonate). Procedure details: The general procedure of Example 18 was repeated using (R)-1-bromo-2-fluorooctane and (2,6-difluoro-4-(4-(5-methoxypentyl)-4-phenyl-4-silacyclohexyl)phenyl) trifluoromethanesulfonate, thereby obtaining the intended compound. RXN SMILES: Br[CH2:2][C@H:3]([F:10])[CH2:4][CH2:5][CH2:6][CH2:7][CH2:8][CH3:9].FC(F)(F)S(O[C:17]1[C:22]([F:23])=[CH:21][C:20]([CH:24]2[CH2:29][CH2:28][Si:27]([CH2:36][CH2:37][CH2:38][CH2:39][CH2:40][O:41][CH3:42])(C3C=CC=CC=3)[CH2:26][CH2:25]2)=[CH:19][C:18]=1[F:43])(=O)=O>>[CH3:42][O:41][CH2:40][CH2:39][CH2:38][CH2:37][CH2:36][Si@H:27]1[CH2:28][CH2:29][C@H:24]([C:20]2[CH:19]=[C:18]([F:43])[C:17]([CH2:2][C@H:3]([F:10])[CH2:4][CH2:5][CH2:6][CH2:7][CH2:8][CH3:9])=[C:22]([F:23])[CH:21]=2)[CH2:25][CH2:26]1. The product is COCCCCC[Si@@H]1CC[C@H](CC1)C1=CC(=C(C(=C1)F)C[C@@H](CCCCCC)F)F ((R)-4-(trans-4-(5-methoxypentyl)-4-silacyclohexyl)-1-(2-fluorooctyl)-2,6-difluorobenzene). Reactants: CCO, CCOC(=O)Cn1nc(-c2ccc(OCCCN(C)C)cc2)c2cccnc21, Cl, [Na+], [OH-], O. Yields the product CN(C)CCCOc1ccc(-c2nn(CC(=O)O)c3ncccc23)cc1. Reaction SMILES: [CH3:1][CH2:2][OH:3].[CH3:6][N:7]([CH2:8][CH2:9][CH2:10][O:11][c:12]1[cH:13][cH:14][c:15](-[c:18]2[n:19][n:20]([CH2:27][C:28](=[O:29])[O:30][CH2:31][CH3:32])[c:21]3[n:22][cH:23][cH:24][cH:25][c:26]23)[cH:16][cH:17]1)[CH3:33].[ClH:34].[Na+:5].[OH-:4].[OH2:35]>>[CH3:6][N:7]([CH2:8][CH2:9][CH2:10][O:11][c:12]1[cH:13][cH:14][c:15](-[c:18]2[n:19][n:20]([CH2:27][C:28](=[O:29])[OH:30])[c:21]3[n:22][cH:23][cH:24][cH:25][c:26]23)[cH:16][cH:17]1)[CH3:33].